From a dataset of the Open Reaction Database (ORD), a public repository of structured organic reaction records. describe an organic reaction: reactants, conditions, products, and yield Starting materials: C(C)(=O)NC1=C(C=C(C(=O)OCC)C=C1)NCC1=C(C=C(C=C1)Cl)Cl (ethyl 4-(acetylamino)-3-((2,4-dichlorobenzyl)amino)benzoate), Cl (hydrochloric acid). Run in C(C)O (ethanol). As a reaction SMILES: [C:1]([NH:4][C:5]1[CH:15]=[CH:14][C:8]([C:9]([O:11][CH2:12][CH3:13])=[O:10])=[CH:7][C:6]=1[NH:16][CH2:17][C:18]1[CH:23]=[CH:22][C:21]([Cl:24])=[CH:20][C:19]=1[Cl:25])(=O)[CH3:2].Cl>C(O)C>[Cl:25][C:19]1[CH:20]=[C:21]([Cl:24])[CH:22]=[CH:23][C:18]=1[CH2:17][N:16]1[C:6]2[CH:7]=[C:8]([C:9]([O:11][CH2:12][CH3:13])=[O:10])[CH:14]=[CH:15][C:5]=2[N:4]=[C:1]1[CH3:2]. Yields the product ClC1=C(CN2C(=NC3=C2C=C(C=C3)C(=O)OCC)C)C=CC(=C1)Cl (1-(2,4-dichlorobenzyl)-6-(ethoxycarbonyl)-2-methylbenzimidazole). Procedure: A mixture of 250 g of ethyl 4-(acetylamino)-3-((2,4-dichlorobenzyl)amino)benzoate, 68.4 g of concentrated hydrochloric acid, and 1197 g of ethanol was refluxed for 2 hours, to give 1-(2,4-dichlorobenzyl)-6-(ethoxycarbonyl)-2-methylbenzimidazole. To this reaction solution, a solution consisting of 105 g of sodium hydroxide and 1000 g of water was added, and the reaction solution was refluxed for 2 hours. The reaction solution was cooled, and was neutralized with the slow addition of 193.3 g of co...